The task is: describe an organic reaction: reactants, conditions, products, and yield. This data is from the Open Reaction Database (ORD), a public repository of structured organic reaction records. Reactants: Br, CO, COC(NC(C)=O)(C(=O)OC(C)(C)C)C(Br)Br. The product is COC(NC(C)=O)(C(=O)O)C(Br)Br. Reaction SMILES: [BrH:18].[CH3:19][OH:20].[CH3:1][O:2][C:3]([C:4](=[O:5])[O:6][C:7]([CH3:8])([CH3:9])[CH3:10])([CH:11]([Br:12])[Br:13])[NH:14][C:15]([CH3:16])=[O:17]>>[CH3:1][O:2][C:3]([C:4](=[O:5])[OH:6])([CH:11]([Br:12])[Br:13])[NH:14][C:15]([CH3:16])=[O:17].